This data is from the Open Reaction Database (ORD), a public repository of structured organic reaction records. The task is: describe an organic reaction: reactants, conditions, products, and yield The reactants are COC(C(CC(C)C)C=1C=C(C=C(C1)O)C1=CC=C(C=C1)C(F)(F)F)=O (2-(5-Hydroxy-4′-trifluoromethyl-biphenyl-3-yl)-4-methyl-pentanoic acid methyl ester), B(O)O.FC=1C=CC=C(C1)C(F)(F)F (3-fluoro,5-trifluoromethylbenzene boronic acid). Product: COC(C(CC(C)C)C=1C=C(C=C(C1)OC1=CC(=CC(=C1)C(F)(F)F)F)C1=CC=C(C=C1)C(F)(F)F)=O (2-[5-(3-Fluoro-5-trifluoromethyl-phenoxy)-4′-trifluoromethyl-biphenyl-3-yl]-4-methyl-pentanoic acid methyl ester). Isolated yield 10.0%. RXN SMILES: [CH3:1][O:2][C:3](=[O:26])[CH:4]([C:9]1[CH:10]=[C:11]([C:16]2[CH:21]=[CH:20][C:19]([C:22]([F:25])([F:24])[F:23])=[CH:18][CH:17]=2)[CH:12]=[C:13]([OH:15])[CH:14]=1)[CH2:5][CH:6]([CH3:8])[CH3:7].B(O)O.[F:30][C:31]1[CH:32]=[CH:33][CH:34]=[C:35]([C:37]([F:40])([F:39])[F:38])[CH:36]=1>>[CH3:1][O:2][C:3](=[O:26])[CH:4]([C:9]1[CH:10]=[C:11]([C:16]2[CH:17]=[CH:18][C:19]([C:22]([F:23])([F:25])[F:24])=[CH:20][CH:21]=2)[CH:12]=[C:13]([O:15][C:33]2[CH:34]=[C:35]([C:37]([F:39])([F:38])[F:40])[CH:36]=[C:31]([F:30])[CH:32]=2)[CH:14]=1)[CH2:5][CH:6]([CH3:8])[CH3:7] |f:1.2|. Procedure: The title compound was prepared in 10% yield from 2-(5-hydroxy-4′-trifluoromethyl-biphenyl-3-yl)-4-methyl-pentanoic acid methyl ester (prepared in Example 15, step (f)) and 3-fluoro,5-trifluoromethylbenzene boronic acid under the conditions described in Example 15, step (g).